This data is from the Open Reaction Database (ORD), a public repository of structured organic reaction records. The task is: describe an organic reaction: reactants, conditions, products, and yield The reactants are C(C)(C)(C)OC(=O)N1CCC(CC1)(C(=O)O)C1=CC=NC=C1 (1-tert-butoxycarbonyl-4-(pyridin-4-yl)-piperidine-4-carboxylic acid), N (NH3). Product: C(C)(C)(C)OC(=O)N1CCC(CC1)(C(=O)N)C1=CC=NC=C1 (1-tert-butoxycarbonyl-4-(pyridin-4-yl)-piperidine-4-carboxylic acid amide). RXN SMILES: [C:1]([O:5][C:6]([N:8]1[CH2:13][CH2:12][C:11]([C:17]2[CH:22]=[CH:21][N:20]=[CH:19][CH:18]=2)([C:14](O)=[O:15])[CH2:10][CH2:9]1)=[O:7])([CH3:4])([CH3:3])[CH3:2].[NH3:23]>>[C:1]([O:5][C:6]([N:8]1[CH2:9][CH2:10][C:11]([C:17]2[CH:22]=[CH:21][N:20]=[CH:19][CH:18]=2)([C:14]([NH2:23])=[O:15])[CH2:12][CH2:13]1)=[O:7])([CH3:3])([CH3:4])[CH3:2]. Reported procedure: Prepare by the method of example 20.8 using 1-tert-butoxycarbonyl-4-(pyridin-4-yl)-piperidine-4-carboxylic acid (4.0 mmol) and NH3 (gas). Purify to give the title compound. Reactants: C(C1=CC=CC=C1)Br (benzyl bromide), FC=1C=C2C=3C(CCCC3NC2=CC1)=O (6-Fluoro-1,2,3,9-tetrahydro-4H-carbazol-4-one), CCCCC (pentane), [H-].[Na+] (NaH). The solvent is CN(C)C=O (DMF). Conditions: time 10 minute. Yields the product C(C1=CC=CC=C1)N1C2=CC=C(C=C2C=2C(CCCC12)=O)F (9-Benzyl-6-fluoro-1,2,3,9-tetrahydro-4H-carbazol-4-one). The yield is 66.0%. RXN SMILES: [F:1][C:2]1[CH:3]=[C:4]2[C:12](=[CH:13][CH:14]=1)[NH:11][C:10]1[CH2:9][CH2:8][CH2:7][C:6](=[O:15])[C:5]2=1.CCCCC.[H-].[Na+].[CH2:23](Br)[C:24]1[CH:29]=[CH:28][CH:27]=[CH:26][CH:25]=1>CN(C=O)C>[CH2:23]([N:11]1[C:10]2[CH2:9][CH2:8][CH2:7][C:6](=[O:15])[C:5]=2[C:4]2[C:12]1=[CH:13][CH:14]=[C:2]([F:1])[CH:3]=2)[C:24]1[CH:29]=[CH:28][CH:27]=[CH:26][CH:25]=1 |f:2.3|. Procedure details: 6-Fluoro-1,2,3,9-tetrahydro-4H-carbazol-4-one (0.3938 g, 0.0019 mol) is added to a slurry of pentane-washed NaH (0.0970 g, 0.0024 mol) in DMF (3 mL) and after stirring for 10 min, benzyl bromide (0.28 mL, 0.0024 mol) is added. After stirring for 4 h at room temperature, the mixture is partitioned between water and ethyl acetate. The combined organic layers are dried over sodium sulfate and concentrated to dryness. The resulting solids are chromatographed on silica gel (200 mL) using dichlorometh... Starting materials: CC(=O)CC(C)C, CS(=O)(=O)OCCCn1c(=O)[nH]c2cc(Cl)c(Cl)cc21, Cl, O=C(c1ccc(F)cc1)C1CCNCC1, [Na+], [Na+], O=C([O-])[O-], O. Yields the product O=C(c1ccc(F)cc1)C1CCN(CCCn2c(=O)[nH]c3cc(Cl)c(Cl)cc32)CC1. Reaction SMILES: [CH3:23][CH:24]([CH3:25])[CH2:26][C:27](=[O:28])[CH3:29].[CH3:30][S:31]([O:32][CH2:35][CH2:36][CH2:37][n:38]1[c:39](=[O:49])[nH:40][c:41]2[c:42]1[cH:43][c:44]([Cl:48])[c:45]([Cl:47])[cH:46]2)(=[O:33])=[O:34].[ClH:1].[F:2][c:3]1[cH:4][cH:5][c:6]([C:9](=[O:10])[CH:11]2[CH2:12][CH2:13][NH:14][CH2:15][CH2:16]2)[cH:7][cH:8]1.[Na+:17].[Na+:18].[O-:19][C:20](=[O:21])[O-:22].[OH2:50]>>[F:2][c:3]1[cH:4][cH:5][c:6]([C:9](=[O:10])[CH:11]2[CH2:12][CH2:13][N:14]([CH2:35][CH2:36][CH2:37][n:38]3[c:39](=[O:49])[nH:40][c:41]4[c:42]3[cH:43][c:44]([Cl:48])[c:45]([Cl:47])[cH:46]4)[CH2:15][CH2:16]2)[cH:7][cH:8]1. The reactants are C(C=C)NC1=NC(=NC2=CC=C(C=C12)[N+](=O)[O-])Cl (4-allylamino-2-chloro-6-nitroquinazoline), CN (methylamine). Run in O (Water). Reaction conditions: time 30 minute. Yields the product C(C=C)NC1=NC(=NC2=CC=C(C=C12)[N+](=O)[O-])NC (4-Allylamino-2-methylamino-6-nitroquinazoline). The yield is 84.2%. RXN SMILES: [CH2:1]([NH:4][C:5]1[C:14]2[C:9](=[CH:10][CH:11]=[C:12]([N+:15]([O-:17])=[O:16])[CH:13]=2)[N:8]=[C:7](Cl)[N:6]=1)[CH:2]=[CH2:3].[CH3:19][NH2:20]>O>[CH2:1]([NH:4][C:5]1[C:14]2[C:9](=[CH:10][CH:11]=[C:12]([N+:15]([O-:17])=[O:16])[CH:13]=2)[N:8]=[C:7]([NH:20][CH3:19])[N:6]=1)[CH:2]=[CH2:3]. Procedure details: A mixture of 230 mg (0.87 mmol) of 4-allylamino-2-chloro-6-nitroquinazoline and 902 mg (12.88 mmol) of a 40% aqueous methylamine solution was stirred at room temperature for 30 minutes. Water was added to the reaction mixture, followed by extraction with ethyl acetate, washing with brine and drying over anhydrous sodium sulfate. After the solvent was distilled off, the residue was purified by a silica gel column to give 190 mg (yield: 84.2%) of the title compound. The reactants are C(C)(=O)OC=1C(=CC(=CC1)CC=C)OC (eugenol acetate), mercuric acetate, C(C)(=O)O (acetic acid). Product: C(C)(=O)OC\C=C\C1=CC(OC)=C(O)C=C1 (coniferyl acetate). Reaction SMILES: C([O:4][C:5]1[C:6]([O:14][CH3:15])=[CH:7][C:8]([CH2:11][CH:12]=[CH2:13])=[CH:9][CH:10]=1)(=O)C.[C:16]([OH:19])(=[O:18])[CH3:17]>>[C:16]([O:19][CH2:13]/[CH:12]=[CH:11]/[C:8]1[CH:9]=[CH:10][C:5]([OH:4])=[C:6]([O:14][CH3:15])[CH:7]=1)(=[O:18])[CH3:17]. Procedure details: A mixture of eugenol acetate (16 g,0.0777 mol) and mercuric acetate (44.5 g, 1.4 mol) in 160 ml of acetic acid was refluxed for 20 hr. After filtration, the acetic acid solution was poured into water (150 ml) and extracted with ether (200 ml). The etheral solution was washed successively with water, aqueous NaHCO3, saturated NaCl solution and dried (Na2SO4). The solvent was evaporated to give 18 g of coniferyl acetate. Subsequent reduction of the coniferyl acetate with Red-Al gave coniferyl alco... The reactants are N1=CC=C(C=C1)C1=NC2=C(NC3=C1C=CC=C3)N=CC=C2 (6-(4-pyridinyl)-11H-pyrido[2,3-b][1,4]benzodiazepine), [H-].[Na+] (sodium hydride), CN(CCCCl)C (3-dimethylaminopropyl chloride). Yields the product CN(CCCN1C2=C(N=C(C3=C1C=CC=C3)C3=CC=NC=C3)C=CC=N2)C (N,N-Dimethyl-6-(4-pyridinyl)-11H-pyrido[2,3-b][1,4]benzodiazepine-11-propanamine). Reaction SMILES: [N:1]1[CH:6]=[CH:5][C:4]([C:7]2[C:13]3[CH:14]=[CH:15][CH:16]=[CH:17][C:12]=3[NH:11][C:10]3[N:18]=[CH:19][CH:20]=[CH:21][C:9]=3[N:8]=2)=[CH:3][CH:2]=1.[H-].[Na+].[CH3:24][N:25]([CH3:30])[CH2:26][CH2:27][CH2:28]Cl>>[CH3:24][N:25]([CH3:30])[CH2:26][CH2:27][CH2:28][N:11]1[C:12]2[CH:17]=[CH:16][CH:15]=[CH:14][C:13]=2[C:7]([C:4]2[CH:3]=[CH:2][N:1]=[CH:6][CH:5]=2)=[N:8][C:9]2[CH:21]=[CH:20][CH:19]=[N:18][C:10]1=2 |f:1.2|. Procedure: Following the procedure of Example 23, 6-(4-pyridinyl)-11H-pyrido[2,3-b][1,4]benzodiazepine is reacted with sodium hydride followed by reaction with 3-dimethylaminopropyl chloride.